From a dataset of the Open Reaction Database (ORD), a public repository of structured organic reaction records. describe an organic reaction: reactants, conditions, products, and yield Starting materials: aqueous solution, [OH-].[Na+] (sodium hydroxide), C(C#C)ON=C(C(=O)NC1[C@@H]2N(C(=C(CS2)C[N+]2=CC=CC=C2)C(=O)[O-])C1=O)C=1N=C(SC1)NC=O (7-[2-(2-propynyloxyimino)-2-(2-formamidothiazol-4-yl)acetamido]-3-(1-pyridiniomethyl)-3-cephem-4-carboxylate), Cl (hydrochloric acid), O (water). The solvent is CO (methanol). Run at time 3 hour. Product: C(C#C)ON=C(C(=O)NC1[C@@H]2N(C(=C(CS2)C[N+]2=CC=CC=C2)C(=O)[O-])C1=O)C=1N=C(SC1)N (7-[2-(2-propynyloxyimino)-2-(2-aminothiazol-4-yl)acetamido]-3-(1-pyridiniomethyl)- 3-cephem-4-carboxylate). The yield is 50.0%. Reaction SMILES: [CH2:1]([O:4][N:5]=[C:6]([C:29]1[N:30]=[C:31]([NH:34]C=O)[S:32][CH:33]=1)[C:7]([NH:9][CH:10]1[C:27](=[O:28])[N:12]2[C:13]([C:24]([O-:26])=[O:25])=[C:14]([CH2:17][N+:18]3[CH:23]=[CH:22][CH:21]=[CH:20][CH:19]=3)[CH2:15][S:16][C@H:11]12)=[O:8])[C:2]#[CH:3].Cl.O.[OH-].[Na+]>CO>[CH2:1]([O:4][N:5]=[C:6]([C:29]1[N:30]=[C:31]([NH2:34])[S:32][CH:33]=1)[C:7]([NH:9][CH:10]1[C:27](=[O:28])[N:12]2[C:13]([C:24]([O-:26])=[O:25])=[C:14]([CH2:17][N+:18]3[CH:23]=[CH:22][CH:21]=[CH:20][CH:19]=3)[CH2:15][S:16][C@H:11]12)=[O:8])[C:2]#[CH:3] |f:3.4|. Procedure details: A mixture of 7-[2-(2-propynyloxyimino)-2-(2-formamidothiazol-4-yl)acetamido]-3-(1-pyridiniomethyl)-3-cephem-4-carboxylate (syn isomer) (11.2 g) and conc. hydrochloric acid (2.3 g) in methanol (80 ml) was stirred for 3 hours at ambient temperature. The reaction mixture was poured into water (120 ml) and adjusted to pH 3.5 with 10% aqueous solution of sodium hydroxide and washed with ethyl acetate. The aqueous layer was adjusted to pH 5.0 with 10% aqueous solution of sodium hydroxide. After removi... Reactants: [OH-].[K+] (Potassium hydroxide), C(C)C(C(=O)OCC)(C(=O)OCC)CCC1=CC=C(C=C1)OCCCCC1=CC=CC=C1 (diethyl 2-ethyl-2-(2-(4-(4-phenylbutyloxy)phenyl)ethyl)malonate), O (water). The solvent is C(C)O (ethanol). Yields the product C(C)OC(=O)C(C(=O)O)(CCC1=CC=C(C=C1)OCCCCC1=CC=CC=C1)CC (2-Ethoxycarbonyl-2-ethyl-4-(4-(4-phenylbutyloxy)phenyl)butanoic acid). Isolated yield 53.4%. RXN SMILES: [OH-].[K+].[CH2:3]([C:5]([CH2:16][CH2:17][C:18]1[CH:23]=[CH:22][C:21]([O:24][CH2:25][CH2:26][CH2:27][CH2:28][C:29]2[CH:34]=[CH:33][CH:32]=[CH:31][CH:30]=2)=[CH:20][CH:19]=1)([C:11]([O:13]CC)=[O:12])[C:6]([O:8][CH2:9][CH3:10])=[O:7])[CH3:4].O>C(O)C>[CH2:9]([O:8][C:6]([C:5]([CH2:3][CH3:4])([CH2:16][CH2:17][C:18]1[CH:19]=[CH:20][C:21]([O:24][CH2:25][CH2:26][CH2:27][CH2:28][C:29]2[CH:30]=[CH:31][CH:32]=[CH:33][CH:34]=2)=[CH:22][CH:23]=1)[C:11]([OH:13])=[O:12])=[O:7])[CH3:10] |f:0.1|. Procedure details: Potassium hydroxide (14 g) was added to a solution of diethyl 2-ethyl-2-(2-(4-(4-phenylbutyloxy)phenyl)ethyl)malonate (46 g) in ethanol (300 ml) and the mixture was refluxed under heating for 3.5 hours. The reaction mixture was poured into water and washed with isopropyl ether. After being acidified to pH 1 with concentrated hydrochloric acid, the aqueous layer was extracted with ethyl acetate. The ethyl acetate layer was washed with a saturated brine and dried over anhydrous sodium sulfate, and... The reactants are ClC1=CC=CC=2C3=C(C(CCCC21)=O)C=CC=C3 (9-chloro-5,6,7,8-tetrahydrodibenzo[a,c]cycloocten-5-one), O.NN (hydrazine hydrate), [OH-].[K+] (potassium hydroxide). The solvent is C(CO)O (ethylene glycol). Yields the product ClC1=CC=CC2=C1CCCCC1=C2C=CC=C1 (4-chloro-5,6,7,8-tetrahydrodibenzo[a,c]cyclooctene). The yield is 90.6%. RXN SMILES: [Cl:1][C:2]1[C:13]2[CH2:12][CH2:11][CH2:10][C:9](=O)[C:8]3[CH:15]=[CH:16][CH:17]=[CH:18][C:7]=3[C:6]=2[CH:5]=[CH:4][CH:3]=1.O.NN.[OH-].[K+]>C(O)CO>[Cl:1][C:2]1[C:13]2[CH2:12][CH2:11][CH2:10][CH2:9][C:8]3[CH:15]=[CH:16][CH:17]=[CH:18][C:7]=3[C:6]=2[CH:5]=[CH:4][CH:3]=1 |f:1.2,3.4|. Reported procedure: The reaction of 9-chloro-5,6,7,8-tetrahydrodibenzo[a,c]cycloocten-5-one (3.0 g, 0.015 mole), 85% hydrazine hydrate (4.5 g, 0.076 mole), potassium hydroxide (3.0 g, 0.046 mole) and ethylene glycol (39 ml) produced an oil. The oil was purified by column chromatography on silica gel, eluted with toluene to yield 4-chloro-5,6,7,8-tetrahydrodibenzo[a,c]cyclooctene as an oil (3.3 grams). Starting materials: CCCBr, O=c1c2ccc([N+](=O)[O-])cc2nc2[nH]c3ccccc3n12. Yields the product CCCn1c2ccccc2n2c(=O)c3ccc([N+](=O)[O-])cc3nc12. As a reaction SMILES: [CH2:22]([CH2:23][CH3:24])[Br:25].[N+:1](=[O:2])([O-:3])[c:4]1[cH:5][cH:6][c:7]2[c:8](=[O:21])[n:9]3[c:10]([n:11][c:12]2[cH:13]1)[nH:14][c:15]1[c:16]3[cH:17][cH:18][cH:19][cH:20]1>>[N+:1](=[O:2])([O-:3])[c:4]1[cH:5][cH:6][c:7]2[c:8](=[O:21])[n:9]3[c:10]([n:11][c:12]2[cH:13]1)[n:14]([CH2:22][CH2:23][CH3:24])[c:15]1[c:16]3[cH:17][cH:18][cH:19][cH:20]1. The reactants are CNC1=CC=C(C=N1)C=O (6-(Methylamino)-3-pyridinecarbaldehyde), C[C@@H]1N(CCNC1)C(=O)OC(C)(C)C (1,1-dimethylethyl (2S)-2-methyl-1-piperazinecarboxylate). The product is C[C@@H]1N(CCN(C1)CC=1C=NC(=CC1)NC)C(=O)OC(C)(C)C (1,1-Dimethylethyl (2S)-2-methyl-4-{[6-(methylamino)-3-pyridinyl]methyl}-1-piperazinecarboxylate). Reaction SMILES: [CH3:1][NH:2][C:3]1[N:8]=[CH:7][C:6]([CH:9]=O)=[CH:5][CH:4]=1.[CH3:11][C@H:12]1[CH2:17][NH:16][CH2:15][CH2:14][N:13]1[C:18]([O:20][C:21]([CH3:24])([CH3:23])[CH3:22])=[O:19]>>[CH3:11][C@H:12]1[CH2:17][N:16]([CH2:9][C:6]2[CH:7]=[N:8][C:3]([NH:2][CH3:1])=[CH:4][CH:5]=2)[CH2:15][CH2:14][N:13]1[C:18]([O:20][C:21]([CH3:22])([CH3:24])[CH3:23])=[O:19]. Procedure: The title compound was prepared from 6-(methylamino)-3-pyridinecarbaldehyde (D95) and 1,1-dimethylethyl (2S)-2-methyl-1-piperazinecarboxylate using a method similar to that described for D81 in Description D81A. δH (CDCl3, 400 MHz) 7.97 (1H, d), 7.44 (1H, dd), 6.38 (1H, d), 4.51 (1H, m), 4.17 (1H, br.s), 3.79 (1H, d), 3.38 (1H, d), 3.26 (1H, d), 3.07 (1H, td), 2.92 (3H, d), 2.74 (1H, m), 2.57 (1H, m), 2.09 (1H, dd), 1.96 (1H, m), 1.45 (9H, s), 1.20 (3H, d). MS (ES+): 343.2 (MNa+), 265.2, no mole... The reactants are NC1=NC=C2NC=NC2=N1 (2-Aminopurine), 1-(2-deoxy-2-fluoro-β-D-arabinofuranosyl)thymidine, purine nucleoside, [C@@H]1(C[C@H](O)[C@@H](CO)O1)N1C(=O)NC(=O)C(C)=C1 (thymidine), purine nucleoside, [N-]=[N+]=[N-].[K+] (potassium azide), [C@@H]1(C[C@H](O)[C@@H](CO)O1)N1C(=O)NC(=O)C(C)=C1 (thymidine), NC1=NC=C2NC=NC2=N1 (2-aminopurine), N1=CN=C2N=CNC2=C1 (purine), NC1=NC=C2NC=NC2=N1 (2-aminopurine), F[C@@H]1[C@@H](O[C@@H]([C@H]1O)CO)N1C(=O)NC(=O)C(C)=C1 (1-(2-deoxy-2-fluoro-β-D-arabinofuranosyl)thymine), NC1=NC=C2NC=NC2=N1 (2-aminopurine), [C@@H]1(C[C@H](O)[C@@H](CO)O1)N1C(=O)NC(=O)C(C)=C1 (thymidine), [C@@H]1(C[C@H](O)[C@@H](CO)O1)N1C(=O)NC(=O)C(C)=C1 (Thymidine), purine nucleoside, [C@@H]1(C[C@H](O)[C@@H](CO)O1)N1C(=O)NC(=O)C(C)=C1 (thymidine), purine nucleoside, [N-]=[N+]=[N-].[K+] (potassium azide), [N-]=[N+]=[N-].[K+] (potassium azide). Run in P(=O)([O-])([O-])[O-].[K+].[K+].[K+] (potassium phosphate), P(=O)([O-])([O-])[O-].[K+].[K+].[K+] (potassium phosphate), P(=O)([O-])([O-])[O-].[K+].[K+].[K+] (potassium phosphate). Conditions: temperature 37 celsius. The product is NC1=NC=C2N=CN(C2=N1)[C@H]1[C@H]([C@H](O)[C@H](O1)CO)F (2-Amino-9-(2-deoxy-2-fluoro-β-D-arabinofuranosyl)-9H-purine). Yield: 40.2%. RXN SMILES: [NH2:1][C:2]1[N:10]=[C:9]2[C:5]([NH:6][CH:7]=[N:8]2)=[CH:4][N:3]=1.[F:11][C@H:12]1[C@H:16]([OH:17])[C@@H:15]([CH2:18][OH:19])[O:14][C@H:13]1N1C=C(C)C(=O)NC1=O.[N-]=[N+]=[N-].[K+].[C@@H]1(N2C=C(C)C(=O)NC2=O)O[C@H](CO)[C@@H](O)C1.N1C=C2C(N=CN2)=NC=1>P([O-])([O-])([O-])=O.[K+].[K+].[K+]>[NH2:1][C:2]1[N:10]=[C:9]2[C:5]([N:6]=[CH:7][N:8]2[C@@H:13]2[O:14][C@H:15]([CH2:18][OH:19])[C@@H:16]([OH:17])[C@@H:12]2[F:11])=[CH:4][N:3]=1 |f:2.3,6.7.8.9|. Procedure details: 2-Aminopurine (Pacific Chemical Laboratories, 0.3 g, 2.2 mmoles) and 1-(2-deoxy-2-fluoro-β-D-arabinofuranosyl)thymine (C. H. Tann et al., J. Org. Chem., 50:3647, 1985; 0.3 g; 1.2 mmoles) were suspended in 25 ml of 5 mM potassium phosphate buffer, pH 7.0, which contained 0.04% (w/v) potassium azide. Thymidine phosphorylase (12,000 I.U.) (T. A. Krenitsky, et. al, Biochemistry, 20:3615, 1981) was added and the suspension stirred at 37° C. On day 3, 5,500 I,U, of purine nucleoside phosphorylase (T. ...